From a dataset of the Open Reaction Database (ORD), a public repository of structured organic reaction records. describe an organic reaction: reactants, conditions, products, and yield The reactants are Cl (hydrochloric acid), O=C1N2[C@H](C=3N(C4=C1C(=CC=C4)C(F)(F)F)C=NC3C(=O)OCC)CC2 (ethyl (S)-12,12a-dihydro-9-oxo-8-(trifluoromethyl)-9H,11H-azeto[2,1-c]imidazo[1,5-a][1,4]benzodiazepine-1-carboxylate), [OH-].[Na+] (sodium hydroxide), C(C)O (ethanol). The solvent is O (water). The product is O=C1N2[C@H](C=3N(C4=C1C(=CC=C4)C(F)(F)F)C=NC3C(=O)O)CC2 ((S)-12,12a-dihydro-9-oxo-8-(trifluoromethyl)-9H,11H-azeto[2,1-c]imidazo[1,5-a][1,4]benzodiazepine-1-carboxylic acid). Reaction SMILES: [O:1]=[C:2]1[C:8]2[C:9]([C:13]([F:16])([F:15])[F:14])=[CH:10][CH:11]=[CH:12][C:7]=2[N:6]2[CH:17]=[N:18][C:19]([C:20]([O:22]CC)=[O:21])=[C:5]2[C@@H:4]2[CH2:25][CH2:26][N:3]12.[OH-].[Na+].C(O)C.Cl>O>[O:1]=[C:2]1[C:8]2[C:9]([C:13]([F:16])([F:14])[F:15])=[CH:10][CH:11]=[CH:12][C:7]=2[N:6]2[CH:17]=[N:18][C:19]([C:20]([OH:22])=[O:21])=[C:5]2[C@@H:4]2[CH2:25][CH2:26][N:3]12 |f:1.2|. Procedure: A mixture of 4.44 g (12.2 mmol) of ethyl (S)-12,12a-dihydro-9-oxo-8-(trifluoromethyl)-9H,11H-azeto[2,1-c]imidazo[1,5-a][1,4]benzodiazepine-1-carboxylate, 0.556 g (13.9 mmol) of sodium hydroxide, 18 ml of ethanol and 9 ml of water is heated to boiling under reflux for 1 hour. The ethanol is then distilled off in vacuo and the residue is diluted with 25 ml of water. The mixture is neutralized by the addition of 13.9 ml (13.9 mmol) of 1N hydrochloric acid, the mixture is cooled to about 0°, the pro...